This data is from the Open Reaction Database (ORD), a public repository of structured organic reaction records. The task is: describe an organic reaction: reactants, conditions, products, and yield The reactants are OC1=CC=C(C=C1)C(C(=O)O)C (2-(4-hydroxyphenyl)propionic acid), CCO (EtOH). Run at temperature 70 celsius, time 2 hour. Product: C(C)OC(C(C)C1=CC=C(C=C1)O)=O (2-(4-Hydroxy-phenyl)-propionic acid ethyl ester). RXN SMILES: [OH:1][C:2]1[CH:7]=[CH:6][C:5]([CH:8]([CH3:12])[C:9]([OH:11])=[O:10])=[CH:4][CH:3]=1.[CH3:13][CH2:14]O>>[CH2:13]([O:10][C:9](=[O:11])[CH:8]([C:5]1[CH:4]=[CH:3][C:2]([OH:1])=[CH:7][CH:6]=1)[CH3:12])[CH3:14]. Reported procedure: To a mixture of 13.0 g (78.2 mmol) of 2-(4-hydroxyphenyl)propionic acid in 250 ml EtOH 5.82 ml (78.2 mmol) thionyl chloride are added slowly at 0° C. The reaction mixture is stirred at 70° C. for 2 h. After cooling to r.t. the solvent is removed in vacuo. The residue is mixed with toluene and the solvent is removed again. Reactants: C1(=CC=CC=C1)C1OCC(CO1)OC (2-phenyl-5-methoxy-1,3-dioxane). The solvent is O1CCCC1 (tetrahydrofuran), O1CCCC1 (tetrahydrofuran). Run at temperature 0 celsius, time 48 hour. The product is C(C1=CC=CC=C1)OCC(CO)OC (3-benzyloxy-2-methoxy-propanol). Isolated yield 61.3%. As a reaction SMILES: [C:1]1([CH:7]2[O:12][CH2:11][CH:10]([O:13][CH3:14])[CH2:9][O:8]2)[CH:6]=[CH:5][CH:4]=[CH:3][CH:2]=1>O1CCCC1>[CH2:7]([O:8][CH2:9][CH:10]([O:13][CH3:14])[CH2:11][OH:12])[C:1]1[CH:6]=[CH:5][CH:4]=[CH:3][CH:2]=1. Procedure details: 4.2 g of 2b was dissolved in 10 ml of tetrahydrofuran at 0° C. A solution of BH3 in tetrahydrofuran (1M, 30 ml) was added slowly, under stirring. Stirring was continued for 48 hours at room temperature. The mixture was then cooled to 0° C., quenched with cold water and extracted with diethyl ether. The solvent was eliminated and the crude product was chromatographed (eluent petroleum ether/diethyl ether, successively 80:20 and 70:30 by volume), yielding 2.6 g of 3b (62%).